From a dataset of the Open Reaction Database (ORD), a public repository of structured organic reaction records. describe an organic reaction: reactants, conditions, products, and yield The reactants are OC1CCCCC1Oc1ccc(Br)cc1, C=COC(C)=O, CCOC(C)=O. The product is CC(=O)OC1CCCCC1Oc1ccc(Br)cc1. As a reaction SMILES: [Br:1][c:2]1[cH:3][cH:4][c:5]([O:6][CH:7]2[CH:8]([OH:13])[CH2:9][CH2:10][CH2:11][CH2:12]2)[cH:14][cH:15]1.[CH3:16][C:17](=[O:18])[O:19][CH:20]=[CH2:21].[CH3:22][CH2:23][O:24][C:25](=[O:26])[CH3:27]>>[Br:1][c:2]1[cH:3][cH:4][c:5]([O:6][CH:7]2[CH:8]([O:13][C:17]([CH3:16])=[O:18])[CH2:9][CH2:10][CH2:11][CH2:12]2)[cH:14][cH:15]1.